describe an organic reaction: reactants, conditions, products, and yield From a dataset of the Open Reaction Database (ORD), a public repository of structured organic reaction records. Yields the product O(C1=CC=CC=C1)CC1=CC=NC=C1 (4-phenoxymethylpyridine). The solvent is CO (methanol), C(C)OCC (diethyl ether). Yield: 88.5%. Procedure details: To a solution of 3.5 g (0.15 mole) of sodium in 100 ml of methanol are added 14.1 g (0.15 mole) of phenol. The reaction mixture is evaporated, mixed with 50 ml of N,N-dimethyl formamide and 8.2 g (0.05 mole) of 4-chloromethylpyridine hydrochloride and the reaction mixture heated for 20 hours at 100° C. After cooling, the reaction mixture is mixed with diethyl ether, washed with a dilute aqueous solution of sodium hydroxide and with water, dried over anhydrous sodium sulfate, evaporated and the r... RXN SMILES: [Na].[C:2]1([OH:8])[CH:7]=[CH:6][CH:5]=[CH:4][CH:3]=1.CN(C)C=O.Cl.Cl[CH2:16][C:17]1[CH:22]=[CH:21][N:20]=[CH:19][CH:18]=1>CO.C(OCC)C>[O:8]([CH2:16][C:17]1[CH:22]=[CH:21][N:20]=[CH:19][CH:18]=1)[C:2]1[CH:7]=[CH:6][CH:5]=[CH:4][CH:3]=1 |f:3.4,^1:0|. Reaction conditions: temperature 100 celsius. The reactants are [Na] (sodium), C1(=CC=CC=C1)O (phenol), CN(C=O)C (N,N-dimethyl formamide), Cl.ClCC1=CC=NC=C1 (4-chloromethylpyridine hydrochloride).